Task: describe an organic reaction: reactants, conditions, products, and yield. Dataset: the Open Reaction Database (ORD), a public repository of structured organic reaction records The reactants are ClC(=O)[O-] (chloroformate), NCCNCCN (diethylenetriamine), solution, NCCNCCN (diethylene triamine). The solvent is C1(=CC=CC=C1)C (toluene), CCCCCC (hexane), C1(=CC=CC=C1)C (toluene). Yields the product C(N)(O)=O.NCCNCCN (Diethylene-triamine Carbamate). RXN SMILES: Cl[C:2]([O-:4])=[O:3].[NH2:5][CH2:6][CH2:7][NH:8][CH2:9][CH2:10][NH2:11]>C1(C)C=CC=CC=1.CCCCCC>[C:2](=[O:3])([OH:4])[NH2:5].[NH2:5][CH2:6][CH2:7][NH:8][CH2:9][CH2:10][NH2:11] |f:4.5|. Reported procedure: A 988 g (1:04 mole) portion of polyisobutyl-24 chloroformate prepared according to the procedure outlined in Example 2, which had been diluted to 1800 ml with toluene was combined with 1800 ml of a solution containing 870 ml (8.05 moles) of diethylenetriamine in toluene using a Kenics static mixer (11 inches×3/8 inch); the reaction mixture was discharged into a 5 liter receiver. The reaction mixture was stripped, and then diluted with 8 1 hexane. A lower layer containing excess diethylene triami... Reactants: FC1=C(C(=C(C(=C1N1C(NNC1=O)=O)F)F)F)F (4-(Pentafluorophenyl)urazole), S(=O)(=O)([O-])[O-].[Na+].[Na+] (sodium sulfate). Run in C(C)(=O)OCC (ethyl acetate). Run at time 20 minute. Yields the product FC1=C(C(=C(C(=C1N1C(N=NC1=O)=O)F)F)F)F (4-(Pentafluorophenyl)-1,2,4-triazoline-3,5-dione). As a reaction SMILES: [F:1][C:2]1[C:7]([N:8]2[C:12](=[O:13])[NH:11][NH:10][C:9]2=[O:14])=[C:6]([F:15])[C:5]([F:16])=[C:4]([F:17])[C:3]=1[F:18].S([O-])([O-])(=O)=O.[Na+].[Na+]>C(OCC)(=O)C>[F:15][C:6]1[C:7]([N:8]2[C:9](=[O:14])[N:10]=[N:11][C:12]2=[O:13])=[C:2]([F:1])[C:3]([F:18])=[C:4]([F:17])[C:5]=1[F:16] |f:1.2.3|. Reported procedure: A 50 ml, three-necked flask is fitted with a gas-dispersion tube, a drying tube and a stirrer. 4-(Pentafluorophenyl)urazole, 0.5 g (1.8 mM) is dissolved in 25 ml of ethyl acetate. Anhydrous sodium sulfate, 3 g, is added to remove water present in NO2. The reaction mixture is cooled in an ice bath, and nitrogen dioxide added slowly for 20 minutes. The mixture is allowed to stir for 20 minutes. The Na2SO4 is removed by filtration and the ethyl acetate removed with the rotary evaporator to yield a ... Starting materials: FC(F)(F)c1cccc2c(-c3cccc(Br)c3)c(Cc3ccccc3)cnc12, CCCC[Sn](C#C[Si](C)(C)C)(CCCC)CCCC, Cc1ccccc1, c1ccc(P(c2ccccc2)(c2ccccc2)[Pd](P(c2ccccc2)(c2ccccc2)c2ccccc2)(P(c2ccccc2)(c2ccccc2)c2ccccc2)P(c2ccccc2)(c2ccccc2)c2ccccc2)cc1. Yields the product C[Si](C)(C)C#Cc1cccc(-c2c(Cc3ccccc3)cnc3c(C(F)(F)F)cccc23)c1. Reaction SMILES: [CH2:1]([c:2]1[cH:3][cH:4][cH:5][cH:6][cH:7]1)[c:8]1[cH:9][n:10][c:11]2[c:12]([C:25]([F:26])([F:27])[F:28])[cH:13][cH:14][cH:15][c:16]2[c:17]1-[c:18]1[cH:19][c:20]([Br:24])[cH:21][cH:22][cH:23]1.[CH3:29][Si:30]([C:31]#[C:32][Sn:33]([CH2:34][CH2:35][CH2:36][CH3:37])([CH2:38][CH2:39][CH2:40][CH3:41])[CH2:42][CH2:43][CH2:44][CH3:45])([CH3:46])[CH3:47].[CH3:48][c:49]1[cH:50][cH:51][cH:52][cH:53][cH:54]1.[cH:55]1[cH:56][cH:57][c:58]([P:59]([Pd:60]([P:61]([c:62]2[cH:63][cH:64][cH:65][cH:66][cH:67]2)([c:68]2[cH:69][cH:70][cH:71][cH:72][cH:73]2)[c:74]2[cH:75][cH:76][cH:77][cH:78][cH:79]2)([P:80]([c:81]2[cH:82][cH:83][cH:84][cH:85][cH:86]2)([c:87]2[cH:88][cH:89][cH:90][cH:91][cH:92]2)[c:93]2[cH:94][cH:95][cH:96][cH:97][cH:98]2)[P:99]([c:100]2[cH:101][cH:102][cH:103][cH:104][cH:105]2)([c:106]2[cH:107][cH:108][cH:109][cH:110][cH:111]2)[c:112]2[cH:113][cH:114][cH:115][cH:116][cH:117]2)([c:118]2[cH:119][cH:120][cH:121][cH:122][cH:123]2)[c:124]2[cH:125][cH:126][cH:127][cH:128][cH:129]2)[cH:130][cH:131]1>>[CH2:1]([c:2]1[cH:3][cH:4][cH:5][cH:6][cH:7]1)[c:8]1[cH:9][n:10][c:11]2[c:12]([C:25]([F:26])([F:27])[F:28])[cH:13][cH:14][cH:15][c:16]2[c:17]1-[c:18]1[cH:19][c:20]([C:32]#[C:31][Si:30]([CH3:29])([CH3:46])[CH3:47])[cH:21][cH:22][cH:23]1. Reactants: O=C([O-])[O-], ClCCl, [K+], [K+], CN(C)C=O, COC(=O)c1ccc(OC)c(O)c1O. The product is COC(=O)c1ccc(OC)c2c1OCO2. Reaction SMILES: [C:18](=[O:19])([O-:20])[O-:21].[CH2:15]([Cl:16])[Cl:17].[K+:22].[K+:23].[O:24]=[CH:25][N:26]([CH3:27])[CH3:28].[OH:1][c:2]1[c:3]([C:4](=[O:5])[O:6][CH3:7])[cH:8][cH:9][c:10]([O:13][CH3:14])[c:11]1[OH:12]>>[O:1]1[c:2]2[c:3]([C:4](=[O:5])[O:6][CH3:7])[cH:8][cH:9][c:10]([O:13][CH3:14])[c:11]2[O:12][CH2:15]1. The reactants are C(C)(C)(C)OC(=O)C=C1CCC(CC1)C1=CC=C(C(=O)OCC)C=C1 (ethyl 4-(4-tert-butoxycarbonylmethylenecyclohexyl)benzoate), [H][H] (hydrogen). Reagents/catalysts: [Pd] (palladium-on-charcoal). Run in C(C)O (ethanol). Yields the product C(C)(C)(C)OC(=O)CC1CCC(CC1)C1=CC=C(C(=O)OCC)C=C1 (ethyl 4-(4-tert-butoxycarbonylmethylcyclohexyl)benzoate). Yield: 85.0%. Reaction SMILES: [C:1]([O:5][C:6]([CH:8]=[C:9]1[CH2:14][CH2:13][CH:12]([C:15]2[CH:25]=[CH:24][C:18]([C:19]([O:21][CH2:22][CH3:23])=[O:20])=[CH:17][CH:16]=2)[CH2:11][CH2:10]1)=[O:7])([CH3:4])([CH3:3])[CH3:2].[H][H]>[Pd].C(O)C>[C:1]([O:5][C:6]([CH2:8][CH:9]1[CH2:10][CH2:11][CH:12]([C:15]2[CH:16]=[CH:17][C:18]([C:19]([O:21][CH2:22][CH3:23])=[O:20])=[CH:24][CH:25]=2)[CH2:13][CH2:14]1)=[O:7])([CH3:2])([CH3:3])[CH3:4]. Procedure: 5.04 g of ethyl 4-(4-tert-butoxycarbonylmethylenecyclohexyl)benzoate (14.63 mmol, 1 eq.) and 15 mL of ethanol are placed in a Parr bottle. 0.31 g of 10% palladium-on-charcoal (0.29 mmol, 0.02 eq.) is added and the reaction medium is placed under 50 psi of hydrogen for 3 hours at a temperature of 25° C. The reaction medium is filtered and concentrated to give 4.31 g of ethyl 4-(4-tert-butoxycarbonylmethylcyclohexyl)benzoate. The reactants are [H-].[Na+] (NaH), O=C1NC(C2=CC=CC=C12)CC(=O)O ((3-Oxo-2,3-dihydro-1H-isoindol-1-yl)-acetic acid), C(C1=CC=CC=C1)Br (Benzyl bromide). Run in CCOC(=O)C (EtOAc), CN(C)C=O (DMF). Run at temperature 0 celsius, time 0.5 hour. Product: C(C1=CC=CC=C1)OC(CC1N(C(C2=CC=CC=C12)=O)CC1=CC=CC=C1)=O ((2-Benzyl-3-oxo-2,3-dihydro-1H-isoindol-1-yl)-acetic acid benzyl ester). As a reaction SMILES: [O:1]=[C:2]1[C:10]2[C:5](=[CH:6][CH:7]=[CH:8][CH:9]=2)[CH:4]([CH2:11][C:12]([OH:14])=[O:13])[NH:3]1.[H-].[Na+].[CH2:17](Br)[C:18]1[CH:23]=[CH:22][CH:21]=[CH:20][CH:19]=1>CN(C=O)C.CCOC(C)=O>[CH2:17]([O:13][C:12](=[O:14])[CH2:11][CH:4]1[C:5]2[C:10](=[CH:9][CH:8]=[CH:7][CH:6]=2)[C:2](=[O:1])[N:3]1[CH2:4][C:5]1[CH:10]=[CH:9][CH:8]=[CH:7][CH:6]=1)[C:18]1[CH:23]=[CH:22][CH:21]=[CH:20][CH:19]=1 |f:1.2|. Procedure: (3-Oxo-2,3-dihydro-1H-isoindol-1-yl)-acetic acid (100 mg, 0.52 mmol) was dissolved in 2 mL dry DMF and stirred under N2 at 0° C. NaH (44 mg, 1.1 mmol) was added and stirring continued for 0.5 h. Benzyl bromide (0.13 mL, 1.1 mmol) was added, the mixture was warmed to room temperature and stirred for 3 h. The mixture was diluted with EtOAc. The organic phase was washed with 2×10 mL aq LiCl and 10 mL brine, then dried (MgSO4), filtered and evaporated. The title compound was purified by silica gel c... The reactants are C(C1=CC=CC=C1)OC1=C(C=C(CN(C(CCCCCCC)=O)C)C=C1)Br (N-(4-benzyloxy-3-bromo benzyl)-N-methyloctanamide), C(=O)C1=CC=C(C=C1)B(O)O (4-formylbenzene boronic acid). The product is C(C1=CC=CC=C1)OC1=CC=C(C=C1C1=CC=C(C=C1)C=O)CN(C(CCCCCCC)=O)C (N-(6-Benzyloxy-4′-formylbiphenyl-3-ylmethyl)-N-methyloctanamide). Isolated yield 81.1%. RXN SMILES: [CH2:1]([O:8][C:9]1[CH:26]=[CH:25][C:12]([CH2:13][N:14]([CH3:24])[C:15](=[O:23])[CH2:16][CH2:17][CH2:18][CH2:19][CH2:20][CH2:21][CH3:22])=[CH:11][C:10]=1Br)[C:2]1[CH:7]=[CH:6][CH:5]=[CH:4][CH:3]=1.[CH:28]([C:30]1[CH:35]=[CH:34][C:33](B(O)O)=[CH:32][CH:31]=1)=[O:29]>>[CH2:1]([O:8][C:9]1[C:10]([C:33]2[CH:34]=[CH:35][C:30]([CH:28]=[O:29])=[CH:31][CH:32]=2)=[CH:11][C:12]([CH2:13][N:14]([CH3:24])[C:15](=[O:23])[CH2:16][CH2:17][CH2:18][CH2:19][CH2:20][CH2:21][CH3:22])=[CH:25][CH:26]=1)[C:2]1[CH:7]=[CH:6][CH:5]=[CH:4][CH:3]=1. Procedure details: In a manner similar to that of Example 1(e), by reacting 13.6 g (31 mmol) of N-(4-benzyloxy-3-bromo benzyl)-N-methyloctanamide and 6.1 g (40 mmol) of 4-formylbenzene boronic acid, 11.5 g (69%) of the expected product are obtained in the form of a yellow oil. The reactants are CON=C1COc2cc(OCc3ccccc3NO)ccc21, COC(=O)Cl, ClCCl, c1ccncc1. The product is CON=C1COc2cc(OCc3ccccc3N(O)C(=O)OC)ccc21. As a reaction SMILES: [CH3:1][O:2][N:3]=[C:4]1[CH2:5][O:6][c:7]2[c:8]1[cH:9][cH:10][c:11]([O:13][CH2:14][c:15]1[c:16]([NH:21][OH:22])[cH:17][cH:18][cH:19][cH:20]1)[cH:12]2.[Cl:29][C:30](=[O:31])[O:32][CH3:33].[Cl:34][CH2:35][Cl:36].[cH:23]1[cH:24][cH:25][n:26][cH:27][cH:28]1>>[CH3:1][O:2][N:3]=[C:4]1[CH2:5][O:6][c:7]2[c:8]1[cH:9][cH:10][c:11]([O:13][CH2:14][c:15]1[c:16]([N:21]([OH:22])[C:30](=[O:31])[O:32][CH3:33])[cH:17][cH:18][cH:19][cH:20]1)[cH:12]2. Starting materials: O=c1c2cc(F)c(Cl)nc2n(Cc2ccccc2)c(=O)n1OCc1ccccc1, C1CCNC1, ClCCl. Product: O=c1c2cc(F)c(N3CCCC3)nc2n(Cc2ccccc2)c(=O)n1OCc1ccccc1. As a reaction SMILES: [CH2:1]([c:2]1[cH:3][cH:4][cH:5][cH:6][cH:7]1)[n:8]1[c:9](=[O:29])[n:10]([O:21][CH2:22][c:23]2[cH:24][cH:25][cH:26][cH:27][cH:28]2)[c:11](=[O:20])[c:12]2[c:13]1[n:14][c:15]([Cl:19])[c:16]([F:18])[cH:17]2.[CH2:30]1[CH2:31][CH2:32][NH:33][CH2:34]1.[Cl:35][CH2:36][Cl:37]>>[CH2:1]([c:2]1[cH:3][cH:4][cH:5][cH:6][cH:7]1)[n:8]1[c:9](=[O:29])[n:10]([O:21][CH2:22][c:23]2[cH:24][cH:25][cH:26][cH:27][cH:28]2)[c:11](=[O:20])[c:12]2[c:13]1[n:14][c:15]([N:33]1[CH2:32][CH2:31][CH2:30][CH2:34]1)[c:16]([F:18])[cH:17]2. Starting materials: ClC1=NC(=NC(=N1)N1C=NC=C1)N(C)C (2-chloro-4-(1-imidazolyl)-6-dimethylamino-1,3,5-triazine), N1N=CN=C1 (1,2,4-triazole). Solvent: CN(C)C=O (DMF). Conditions: time 4 hour. Product: N1(C=NC=C1)C1=NC(=NC(=N1)N(C)C)N1N=CN=C1 (2-(1-Imidazolyl)-4-dimethylamino-6-(1H-1,2,4-triazole-1-yl)-1,3,5-triazine). Yield: 17.5%. RXN SMILES: Cl[C:2]1[N:7]=[C:6]([N:8]2[CH:12]=[CH:11][N:10]=[CH:9]2)[N:5]=[C:4]([N:13]([CH3:15])[CH3:14])[N:3]=1.[NH:16]1[CH:20]=[N:19][CH:18]=[N:17]1>CN(C=O)C>[N:8]1([C:6]2[N:5]=[C:4]([N:13]([CH3:15])[CH3:14])[N:3]=[C:2]([N:16]3[CH:20]=[N:19][CH:18]=[N:17]3)[N:7]=2)[CH:12]=[CH:11][N:10]=[CH:9]1. Procedure details: The obtained 2-chloro-4-(1-imidazolyl)-6-dimethylamino-1,3,5-triazine (113 mg, 0.503 mmol) was dissolved in DMF (1 ml), added with 1,2,4-triazole (149 mg, 2.15 mmol) and stirred at 110° C.-120° C. for 4 hours. The reaction mixture was evaporated under reduced pressure. The obtained residue was added with ethyl acetate and water, and then shaken for mixing. The organic layer was separated from the mixture, washed with water and dried over anhydrous magnesium sulfate. The solvent was removed under...